Task: describe an organic reaction: reactants, conditions, products, and yield. Dataset: the Open Reaction Database (ORD), a public repository of structured organic reaction records The reactants are [O-]S(=O)[O-].[Na+].[Na+] (Na2SO3), N=1N2C(C(=NC1)N)=CC=C2 (pyrrolo[2,1-f][1,2,4]triazin-4-ylamine), CO.C(Cl)Cl (CH3OH CH2Cl2), BrN1C(=O)N(C(=O)C1(C)C)Br (1,3-dibromo-5,5-dimethylhydantoin). The solvent is C(C)(=O)OCC (ethyl acetate), CN(C)C=O (DMF). Run at temperature -20 celsius, time 45 minute. The product is BrC1=CC=C2C(=NC=NN21)N (7-Bromo-pyrrolo[2,1-f][1,2,4]triazin-4-ylamine). The yield is 74.0%. As a reaction SMILES: [N:1]1[N:2]2[CH:10]=[CH:9][CH:8]=[C:3]2[C:4]([NH2:7])=[N:5][CH:6]=1.[Br:11]N1C(C)(C)C(=O)N(Br)C1=O.CO.C(Cl)Cl.[O-]S([O-])=O.[Na+].[Na+]>CN(C=O)C.C(OCC)(=O)C>[Br:11][C:10]1[N:2]2[C:3]([C:4]([NH2:7])=[N:5][CH:6]=[N:1]2)=[CH:8][CH:9]=1 |f:2.3,4.5.6|. Procedure: A stirred solution containing pyrrolo[2,1-f][1,2,4]triazin-4-ylamine (21.0 g, 0.157 mol) in anhydrous DMF (200 mL) was cooled to −20° C. and 1,3-dibromo-5,5-dimethylhydantoin (22.4 g, 0.078 mol) was added portionwise over ˜45 minutes. The reaction was stirred for another 45 minutes and monitored for completion by TLC (silica gel, GHLF, 5% CH3OH/CH2Cl2). Saturated Na2SO3 solution (300 mL) was added, the resulting suspension was stirred and the solids were collected by suction filtration. The filt...